Dataset: the Open Reaction Database (ORD), a public repository of structured organic reaction records. Task: describe an organic reaction: reactants, conditions, products, and yield Starting materials: ice water, C(C1=CC=CC=C1)ON1C(C=2N(C3=CC(=C(C=C13)C(F)(F)F)N1C=NC=C1)C(NN2)=S)=O (5-benzyloxy-8-(1H-imidazol-1-yl)-1-thioxo-7-trifluoromethyl[1,2,4]triazolo[4,3-a]quinoxalin-4(5H)-one), [OH-].[Na+] (sodium hydroxide). Solvent: S(O)(O)(=O)=O (sulfuric acid). Product: ON1C(C=2N(C3=CC(=C(C=C13)C(F)(F)F)N1C=NC=C1)C(NN2)=S)=O (5-Hydroxy-8-(1H-imidazol-1-yl)-1-thioxo-7-trifluoromethyl[1,2,4]triazolo[4,3-a]quinoxalin-4(5H)-one). Yield: 24.4%. RXN SMILES: C([O:8][N:9]1[C:18]2[C:13](=[CH:14][C:15]([N:23]3[CH:27]=[CH:26][N:25]=[CH:24]3)=[C:16]([C:19]([F:22])([F:21])[F:20])[CH:17]=2)[N:12]2[C:28](=[S:31])[NH:29][N:30]=[C:11]2[C:10]1=[O:32])C1C=CC=CC=1.[OH-].[Na+]>S(=O)(=O)(O)O>[OH:8][N:9]1[C:18]2[C:13](=[CH:14][C:15]([N:23]3[CH:27]=[CH:26][N:25]=[CH:24]3)=[C:16]([C:19]([F:20])([F:21])[F:22])[CH:17]=2)[N:12]2[C:28](=[S:31])[NH:29][N:30]=[C:11]2[C:10]1=[O:32] |f:1.2|. Reported procedure: A solution of 1.38 g (3 mmol) of 5-benzyloxy-8-(1H-imidazol-1-yl)-1-thioxo-7-trifluoromethyl[1,2,4]triazolo[4,3-a]quinoxalin-4(5H)-one in 20 ml of conc. sulfuric acid was stirred at room temperature for 20 min., and poured into 200 ml of ice-water. The stirred mixture was adjusted to pH 5-6 by cautious addition of solid sodium hydroxide at 0° C. Extraction with ethyl acetate (5×100 ml) gave 270 mg (25%) of the title compound. Reactants: F[B-](F)(F)F, COc1ccc(NCCc2ccc(OC)c(OC)c2)cc1, CN(C)C(=O)C(C(=O)O)c1ccccc1, CN(C)C=O, CN(C)C(On1nnc2ccccc21)=[N+](C)C. The product is COc1ccc(N(CCc2ccc(OC)c(OC)c2)C(=O)C(C(=O)N(C)C)c2ccccc2)cc1. Reaction SMILES: [B-:37]([F:38])([F:39])([F:40])[F:41].[CH3:1][O:2][c:3]1[cH:4][c:5]([CH2:11][CH2:12][NH:13][c:14]2[cH:15][cH:16][c:17]([O:20][CH3:21])[cH:18][cH:19]2)[cH:6][cH:7][c:8]1[O:9][CH3:10].[CH3:22][N:23]([C:24]([CH:25]([C:26](=[O:27])[OH:28])[c:29]1[cH:30][cH:31][cH:32][cH:33][cH:34]1)=[O:35])[CH3:36].[O:59]=[CH:60][N:61]([CH3:62])[CH3:63].[n:42]1([O:43][C:44]([N:45]([CH3:46])[CH3:47])=[N+:48]([CH3:49])[CH3:50])[c:51]2[cH:52][cH:53][cH:54][cH:55][c:56]2[n:57][n:58]1>>[CH3:1][O:2][c:3]1[cH:4][c:5]([CH2:11][CH2:12][N:13]([c:14]2[cH:15][cH:16][c:17]([O:20][CH3:21])[cH:18][cH:19]2)[C:26]([CH:25]([C:24]([N:23]([CH3:22])[CH3:36])=[O:35])[c:29]2[cH:30][cH:31][cH:32][cH:33][cH:34]2)=[O:27])[cH:6][cH:7][c:8]1[O:9][CH3:10]. Reactants: C12CN(CC(CC1)CC2)C(=O)CN2C(C(N=C(C1=C2C=CC=C1)C1=C(C=CC=C1)F)NC(=O)N1C=NC=C1)=O ((3RS)-1-(3-azabicyclo[3.2.2]non-3-yl)carbonylmethyl-2,3-dihydro-3-(imidazol-1-yl)carbonylamino-5-(2-fluoro-phenyl)-1H-1,4-benzodiazepin-2-one), NC=1C=C(CO)C=CC1 (3-aminobenzyl alcohol), C(C)(=O)OCC (Ethyl acetate), O (water). Run in CN(C=O)C (dimethylformamide). Conditions: temperature 100 celsius, time 5 hour. Yields the product C12CN(CC(CC1)CC2)C(=O)CN2C(C(N=C(C1=C2C=CC=C1)C1=C(C=CC=C1)F)NC(=O)NC1=CC(=CC=C1)CO)=O (N-[(3RS)-1-(3-azabicyclo[3.2.2]non-3-yl)carbonylmethyl-2,3-dihydro-5-(2-fluorophenyl)-2-oxo-1H-1,4-benzodiazepin-3-yl]-N'- (3-hydroxymethylphenyl)urea). RXN SMILES: [CH:1]12[CH2:9][CH2:8][CH:5]([CH2:6][CH2:7]1)[CH2:4][N:3]([C:10]([CH2:12][N:13]1[C:19]3[CH:20]=[CH:21][CH:22]=[CH:23][C:18]=3[C:17]([C:24]3[CH:29]=[CH:28][CH:27]=[CH:26][C:25]=3[F:30])=[N:16][CH:15]([NH:31][C:32]([N:34]3[CH:38]=[CH:37]N=C3)=[O:33])[C:14]1=[O:39])=[O:11])[CH2:2]2.N[C:41]1[CH:42]=[C:43]([CH:46]=CC=1)[CH2:44][OH:45].C(OCC)(=O)C.O>CN(C)C=O>[CH:5]12[CH2:8][CH2:9][CH:1]([CH2:7][CH2:6]1)[CH2:2][N:3]([C:10]([CH2:12][N:13]1[C:19]3[CH:20]=[CH:21][CH:22]=[CH:23][C:18]=3[C:17]([C:24]3[CH:29]=[CH:28][CH:27]=[CH:26][C:25]=3[F:30])=[N:16][CH:15]([NH:31][C:32]([NH:34][C:38]3[CH:37]=[CH:41][CH:42]=[C:43]([CH2:44][OH:45])[CH:46]=3)=[O:33])[C:14]1=[O:39])=[O:11])[CH2:4]2. Procedure: A mixture of [(3RS)-1-(3-azabicyclo[3.2.2]non-3-yl)carbonylmethyl-2,3-dihydro-3-(imidazol-1-yl)carbonylamino-5-(2-fluoro-phenyl)-1H-1,4-benzodiazepin-2-one (500 mg) and 3-aminobenzyl alcohol (128 mg) in dimethylformamide (5.0 ml) was stirred at 100° C. for 5 hours. Ethyl acetate and water were added to the reaction mixture at room temperature, and organic layer was separated, washed with water and brine, dried over magnesium sulfate, and isolated by column chlomatography on silica gel to afford ... The reactants are Cc1ccccc1, Cl, O, COc1cc(C)c(C(=O)CCCCCCCCC(=O)O)c(O)c1OC, [Zn]. Yields the product COc1cc(C)c(CCCCCCCCCC(=O)O)c(O)c1OC. As a reaction SMILES: [CH3:26][c:27]1[cH:28][cH:29][cH:30][cH:31][cH:32]1.[ClH:33].[OH2:35].[OH:1][c:2]1[c:3]([C:4](=[O:5])[CH2:6][CH2:7][CH2:8][CH2:9][CH2:10][CH2:11][CH2:12][CH2:13][C:14](=[O:15])[OH:16])[c:17]([CH3:25])[cH:18][c:19]([O:23][CH3:24])[c:20]1[O:21][CH3:22].[Zn:34]>>[OH:1][c:2]1[c:3]([CH2:4][CH2:6][CH2:7][CH2:8][CH2:9][CH2:10][CH2:11][CH2:12][CH2:13][C:14](=[O:15])[OH:16])[c:17]([CH3:25])[cH:18][c:19]([O:23][CH3:24])[c:20]1[O:21][CH3:22]. Reactants: C(C)C1=CC(NC(=N1)C1=CC=CC=C1)=O (6-ethyl-2-phenyl-4(3H)-pyrimidinone), [OH-].[Na+] (sodium hydroxide), II (iodine). Run in O (water). Run at temperature 50 celsius. The product is C(C)C1=C(C(NC(=N1)C1=CC=CC=C1)=O)I (6-ethyl-5-iodo-2-phenyl-4(3H)-pyrimidinone). The yield is 94.5%. As a reaction SMILES: [CH2:1]([C:3]1[N:8]=[C:7]([C:9]2[CH:14]=[CH:13][CH:12]=[CH:11][CH:10]=2)[NH:6][C:5](=[O:15])[CH:4]=1)[CH3:2].[OH-].[Na+].[I:18]I>O>[CH2:1]([C:3]1[N:8]=[C:7]([C:9]2[CH:14]=[CH:13][CH:12]=[CH:11][CH:10]=2)[NH:6][C:5](=[O:15])[C:4]=1[I:18])[CH3:2] |f:1.2|. Procedure: A mixture of 8.18 g (40.9 mmol) of 6-ethyl-2-phenyl-4(3H)-pyrimidinone, 1.68 g (42.0 mmol) of sodium hydroxide, 10.42 g (41.0 mmol) of iodine and 50 mL of water was heated at 50° C. for 4 h. The mixture was cooled and filtered. The white solid collected was dried in a vacuum oven to leave 12.60 g (75%) of 6-ethyl-5-iodo-2-phenyl-4(3H)-pyrimidinone. 1 H-NMR (d6-DMSO) δ 1.25(3H,t), 2.85(2H,q), 7.50(3H,m), 8.15(2H,m). Starting materials: ClC(=O)OCC (ethyl chloroformate), [NH4+].[Cl-] (NH4Cl), BrC1=CN=C2NC=NC(=C21)Cl (5-bromo-4-chloropyrrolo[2,3-d]pyrimidine), C(CCC)[Li] (n-butyl lithium). Run in C1CCOC1 (THF), C1CCOC1 (THF). Reaction conditions: temperature -78 celsius, time 45 minute. Product: ClC=1C2=C(N=CN1)NC=C2C(=O)OCC (4-Chloro-5-ethoxycarbonyl-7H-pyrrolo[2,3-d]pyrimidine). As a reaction SMILES: Br[C:2]1[C:10]2[C:5]([NH:6][CH:7]=[N:8][C:9]=2[Cl:11])=[N:4][CH:3]=1.C([Li])CCC.Cl[C:18]([O:20][CH2:21][CH3:22])=[O:19].[NH4+].[Cl-]>C1COCC1>[Cl:11][C:9]1[C:10]2[C:2]([C:18]([O:20][CH2:21][CH3:22])=[O:19])=[CH:3][NH:4][C:5]=2[N:6]=[CH:7][N:8]=1 |f:3.4|. Procedure details: A solution of 5-bromo-4-chloropyrrolo[2,3-d]pyrimidine (Example 35) (232 mg; 1 mmol) in anhydrous THF (5 mL) was cooled to -78° C. under argon and a solution of n-butyl lithium (1.3 mL of 2.31M) was added at such a rate that the temperature of the reaction mixture remained below -72° C. After stirring the reaction mixture at -78° C. for 45 minutes, a solution of ethyl chloroformate (0.15 mL) in THF (2 ml) was added slowly, maintaining the reaction temperature below -72° C. The reaction mixture w... Starting materials: COC=1C=C2C(=CC=NC2=CC1OC)OC1=CC=C(N)C=C1 (4-[(6,7-Dimethoxy-4-quinolyl)oxy]aniline), ClC(Cl)(OC(OC(Cl)(Cl)Cl)=O)Cl (triphosgene), C([O-])(O)=O.[Na+] (sodium bicarbonate), CC1=C(C(=CC=C1)C)O (2,6-dimethylphenol). Run in C(C)N(CC)CC (triethylamine), C1(=CC=CC=C1)C (toluene), C(Cl)Cl (methylene chloride). Yields the product COC=1C=C2C(=CC=NC2=CC1OC)OC1=CC=C(C=C1)NC(OC1=C(C=CC=C1C)C)=O (2,6-Dimethylphenyl N-{4-[(6,7-dimethoxy-4-quinolyl)oxy]phenyl}carbamate). The yield is 109.3%. Reaction SMILES: [CH3:1][O:2][C:3]1[CH:4]=[C:5]2[C:10](=[CH:11][C:12]=1[O:13][CH3:14])[N:9]=[CH:8][CH:7]=[C:6]2[O:15][C:16]1[CH:22]=[CH:21][C:19]([NH2:20])=[CH:18][CH:17]=1.Cl[C:24](Cl)([O:26][C:27](=[O:33])OC(Cl)(Cl)Cl)Cl.C[C:36]1[CH:41]=[CH:40][CH:39]=[C:38]([CH3:42])[C:37]=1O.C(=O)(O)[O-].[Na+]>C(Cl)Cl.C(N(CC)CC)C.C1(C)C=CC=CC=1>[CH3:1][O:2][C:3]1[CH:4]=[C:5]2[C:10](=[CH:11][C:12]=1[O:13][CH3:14])[N:9]=[CH:8][CH:7]=[C:6]2[O:15][C:16]1[CH:22]=[CH:21][C:19]([NH:20][C:27](=[O:33])[O:26][C:24]2[C:40]([CH3:39])=[CH:41][CH:36]=[CH:37][C:38]=2[CH3:42])=[CH:18][CH:17]=1 |f:3.4|. Procedure: 4-[(6,7-Dimethoxy-4-quinolyl)oxy]aniline (50 mg) was added to toluene (5 ml), and triethylamine (0.5 ml), and the mixture was heated under reflux to prepare a solution. A solution of triphosgene (77 mg) in methylene chloride was then added thereto, and the mixture was heated under reflux for 10 min. Next, 2,6-dimethylphenol (32 mg) was added thereto, and the mixture was further stirred with heating under reflux for 3 hr. A saturated aqueous sodium bicarbonate solution was added to stop the react... Starting materials: BrC1=CC=C(C=C1)NC1=C(C(=O)NCC#C)C=CC=N1 (2-(4-bromophenylamino)-N-(prop-2-ynyl)nicotinamide), N(=[N+]=[N-])CC1=CC(=CC=C1)OC1=CC=CC=C1 (1-(azidomethyl)-3-phenoxybenzene), O (water), O=C1C(O)=C([O-])[C@H](O1)[C@@H](O)CO.[Na+] (sodium ascorbate). As a reaction SMILES: [Br:1][C:2]1[CH:7]=[CH:6][C:5]([NH:8][C:9]2[N:20]=[CH:19][CH:18]=[CH:17][C:10]=2[C:11]([NH:13][CH2:14][C:15]#[CH:16])=[O:12])=[CH:4][CH:3]=1.[N:21]([CH2:24][C:25]1[CH:30]=[CH:29][CH:28]=[C:27]([O:31][C:32]2[CH:37]=[CH:36][CH:35]=[CH:34][CH:33]=2)[CH:26]=1)=[N+:22]=[N-:23].O.O=C1O[C@H]([C@H](CO)O)C([O-])=C1O.[Na+]>S([O-])([O-])(=O)=O.[Cu+2].C(O)(C)(C)C>[Br:1][C:2]1[CH:7]=[CH:6][C:5]([NH:8][C:9]2[N:20]=[CH:19][CH:18]=[CH:17][C:10]=2[C:11]([NH:13][CH2:14][C:15]2[N:23]=[N:22][N:21]([CH2:24][C:25]3[CH:30]=[CH:29][CH:28]=[C:27]([O:31][C:32]4[CH:37]=[CH:36][CH:35]=[CH:34][CH:33]=4)[CH:26]=3)[CH:16]=2)=[O:12])=[CH:4][CH:3]=1 |f:3.4,5.6|. Conditions: time 11 hour. The product is BrC1=CC=C(C=C1)NC1=C(C(=O)NCC=2N=NN(C2)CC2=CC(=CC=C2)OC2=CC=CC=C2)C=CC=N1 (2-(4-Bromophenylamino)-N-((1-(3-phenoxybenzyl)-1H-1,2,3-triazol-4-yl)methyl)nicotinamide). Reagents/catalysts: S(=O)(=O)([O-])[O-].[Cu+2] (copper (II) sulphate). The solvent is C(C)(C)(C)O (tert-butyl alcohol). Procedure: Compound 8 (194 mg, 1 mmol) and 4-bromoaniline (9d, 172 mg, 1 mmol) were taken in ethylene glycol and heated at 140° C. for 6 h. Then the reaction mixture was cooled and extracted with ethyl acetate from the aqueous layer and concentrated in vacuum. The compound was further purified by column chromatography using 60-120 silica gel to obtain 2-(4-bromophenylamino)-N-(prop-2-ynyl)nicotinamide 10d as pure product. To a solution of 2-(4-bromophenylamino)-N-(prop-2-ynyl)nicotinamide (10d, 150 mg, 0.4... Yield: 88.0%. The reactants are NC1=C(C(=O)OC)C=CC=C1NC(COC)=O (Methyl 2-amino-3-[(methoxyacetyl)amino]benzoate). Run in C(C)(=O)O (acetic acid). Run at temperature 100 celsius. The product is COCC1=NC2=C(N1)C=CC=C2C(=O)OC (Methyl 2-(methoxymethyl)-1H-benzimidazole-4-carboxylate). The yield is 93.1%. Reaction SMILES: [NH2:1][C:2]1[C:11]([NH:12][C:13](=O)[CH2:14][O:15][CH3:16])=[CH:10][CH:9]=[CH:8][C:3]=1[C:4]([O:6][CH3:7])=[O:5]>C(O)(=O)C>[CH3:16][O:15][CH2:14][C:13]1[NH:12][C:11]2[CH:10]=[CH:9][CH:8]=[C:3]([C:4]([O:6][CH3:7])=[O:5])[C:2]=2[N:1]=1. Procedure: Methyl 2-amino-3-[(methoxyacetyl)amino]benzoate (280 mg) was dissolved in acetic acid (6 mL), and the solution was heated at 100° C. for 0.5 hour with stirring. After cooling the reaction mixture to room temperature, acetic acid was removed. To the residue was added saturated aqueous sodium bicarbonate under ice-cooling, and it was extracted with ethyl acetate. The organic layer was washed sequentially with water and brine, dried over anhydrous magnesium sulfate, and the solvent was removed unde...